This data is from the Open Reaction Database (ORD), a public repository of structured organic reaction records. The task is: describe an organic reaction: reactants, conditions, products, and yield Reactants: [Cl-].O[NH3+] (hydroxylammonium chloride), C(O)([O-])=O.[Na+] (sodium hydrogen carbonate), C(C)N1CCC(CC1)N1C=2N(C(=C(C1=O)CC1=CC=C(C=C1)C=1C(=CC=CC1)C#N)CCC)N=CN2 (4′-{[4-(1-ethylpiperidin-4-yl)-5-oxo-7-propyl-4,5-dihydro[1,2,4]triazolo[1,5-a]pyrimidin-6-yl]methyl}biphenyl-2-carbonitrile). Run in C(C)(=O)OCC (ethyl acetate), CS(=O)C (dimethyl sulfoxide), CS(=O)C (dimethyl sulfoxide). Conditions: temperature 60 celsius, time 30 minute. The product is C(C)N1CCC(CC1)N1C=2N(C(=C(C1=O)CC1=CC=C(C=C1)C1=C(C=CC=C1)C1=NOC(N1)=O)CCC)N=CN2 (4-(1-ethylpiperidin-4-yl)-6-{[2′-(5-oxo-4,5-dihydro-1,2,4-oxadiazol-3-yl)biphenyl-4-yl]methyl}-7-propyl[1,2,4]triazolo[1,5-a]pyrimidin-5(4H)-one). The yield is 35.0%. Reaction SMILES: [Cl-].O[NH3+:3].[C:4](=[O:7])([O-])[OH:5].[Na+].[CH2:9]([N:11]1[CH2:16][CH2:15][CH:14]([N:17]2[C:22](=[O:23])[C:21]([CH2:24][C:25]3[CH:30]=[CH:29][C:28]([C:31]4[C:32]([C:37]#[N:38])=[CH:33][CH:34]=[CH:35][CH:36]=4)=[CH:27][CH:26]=3)=[C:20]([CH2:39][CH2:40][CH3:41])[N:19]3[N:42]=[CH:43][N:44]=[C:18]23)[CH2:13][CH2:12]1)[CH3:10]>CS(C)=O.C(OCC)(=O)C>[CH2:9]([N:11]1[CH2:12][CH2:13][CH:14]([N:17]2[C:22](=[O:23])[C:21]([CH2:24][C:25]3[CH:30]=[CH:29][C:28]([C:31]4[CH:36]=[CH:35][CH:34]=[CH:33][C:32]=4[C:37]4[NH:3][C:4](=[O:7])[O:5][N:38]=4)=[CH:27][CH:26]=3)=[C:20]([CH2:39][CH2:40][CH3:41])[N:19]3[N:42]=[CH:43][N:44]=[C:18]23)[CH2:15][CH2:16]1)[CH3:10] |f:0.1,2.3|. Reported procedure: A mixture of hydroxylammonium chloride (313 mg), sodium hydrogen carbonate (504 mg) and dimethyl sulfoxide (3 mL) was stirred at 60° C. for 30 min, a solution of 4′-{[4-(1-ethylpiperidin-4-yl)-5-oxo-7-propyl-4,5-dihydro[1,2,4]triazolo[1,5-a]pyrimidin-6-yl]methyl}biphenyl-2-carbonitrile (145 mg) in dimethyl sulfoxide (2 mL) was added, and the mixture was stirred at 90° C. for 17 hr. The reaction mixture was diluted with ethyl acetate, washed with water and then with saturated brine, and dried ove... Reactants: [N+](=O)(O)[O-] (nitric acid), ClC1=C(C=C(C=C1)Cl)C1CCCCC1 (1,4-dichloro-2-cyclohexylbenzene), ice water. The solvent is S(O)(O)(=O)=O (sulfuric acid), S(O)(O)(=O)=O (sulfuric acid). Run at time 10 minute. The product is ClC1=C(C=C(C(=C1)[N+](=O)[O-])Cl)C1CCCCC1 (1,4-dichloro-2-cyclohexyl-5-nitrobenzene). Reaction SMILES: [Cl:1][C:2]1[CH:7]=[CH:6][C:5]([Cl:8])=[CH:4][C:3]=1[CH:9]1[CH2:14][CH2:13][CH2:12][CH2:11][CH2:10]1.[N+:15]([O-])([OH:17])=[O:16]>S(=O)(=O)(O)O>[Cl:1][C:2]1[CH:7]=[C:6]([N+:15]([O-:17])=[O:16])[C:5]([Cl:8])=[CH:4][C:3]=1[CH:9]1[CH2:14][CH2:13][CH2:12][CH2:11][CH2:10]1. Procedure details: To a solution of 1,4-dichloro-2-cyclohexylbenzene (12.0 g) in conc. sulfuric acid (15 ml) was added dropwise a mixture of nitric acid (d=1.42, 4 ml) and conc.sulfuric acid (6 ml) with stirring under ice-cooling. After the stirring was continued for 10 minutes, ice-water was added to the reaction mixture to give an oily residue, which was extracted with ether, washed with water, dried over magnesium sulfate and concentrated under reduced pressure. The resultant oily residue was distilled under re...